From a dataset of the Open Reaction Database (ORD), a public repository of structured organic reaction records. describe an organic reaction: reactants, conditions, products, and yield Reactants: [OH-].[Na+] (NaOH), O (Water), COC(C1=CC(C(=O)OC(C)(C)C)=C(C=C1)OCCCCCCCCCCCCCCC(=O)OC(C)(C)C)=O (4-(14-tert-Butoxycarbonyl-tetradecyloxy)-isophthalic acid 3-tert-butyl ester 1-methyl ester), Cl (HCl). Run in CO (methanol), CO (methanol). Run at temperature 0 celsius, time 30 minute. Yields the product C(C)(C)(C)OC(C=1C=C(C(=O)O)C=CC1OCCCCCCCCCCCCCCC(=O)OC(C)(C)C)=O (4-(14-tert-Butoxycarbonyl tetradecyloxy) isophthalic acid 3-tert-butyl ester). Yield: 88.4%. RXN SMILES: C[O:2][C:3](=[O:39])[C:4]1[CH:16]=[CH:15][C:14]([O:17][CH2:18][CH2:19][CH2:20][CH2:21][CH2:22][CH2:23][CH2:24][CH2:25][CH2:26][CH2:27][CH2:28][CH2:29][CH2:30][CH2:31][C:32]([O:34][C:35]([CH3:38])([CH3:37])[CH3:36])=[O:33])=[C:6]([C:7]([O:9][C:10]([CH3:13])([CH3:12])[CH3:11])=[O:8])[CH:5]=1.[OH-].[Na+].Cl.O>CO>[C:10]([O:9][C:7](=[O:8])[C:6]1[CH:5]=[C:4]([CH:16]=[CH:15][C:14]=1[O:17][CH2:18][CH2:19][CH2:20][CH2:21][CH2:22][CH2:23][CH2:24][CH2:25][CH2:26][CH2:27][CH2:28][CH2:29][CH2:30][CH2:31][C:32]([O:34][C:35]([CH3:38])([CH3:37])[CH3:36])=[O:33])[C:3]([OH:39])=[O:2])([CH3:13])([CH3:12])[CH3:11] |f:1.2|. Reported procedure: 4-(14-tert-Butoxycarbonyl-tetradecyloxy)-isophthalic acid 3-tert-butyl ester 1-methyl ester (381 mg, 0.69 mmol) was dissolved in methanol (10 ml). The solution was cooled to 0° C. and 4 N NaOH (1 ml) was added. The solution was allowed to warm to rt and more methanol (15 ml) was added. The reaction was stirred at rt for 30 min under N2, and at reflux for 2 h. The solution was cooled to 0° C. and 1 N HCl (1 ml) was added slowly. Water (25 ml) was added, and the solution was extracted with AcOEt (... Starting materials: ClC=1C=CC(=C(CN2C3=C(NCC2)N=CC(=C3)C3=CC=C(C(=O)O)C=C3)C1)C(F)(F)F (4-{1-[5-chloro-2-(trifluoromethyl)benzyl]-1,2,3,4-tetrahydropyrido[2,3-b]pyrazin-7-yl}benzoic acid), C1NCC2=CC=CC=C12 (1,3-dihydroisoindole). Yields the product ClC=1C=CC(=C(CN2C3=C(NCC2)N=CC(=C3)C3=CC=C(C=C3)C(=O)N3CC2=CC=CC=C2C3)C1)C(F)(F)F ((4-{1-[5-Chloro-2-(trifluoromethyl)benzyl]-1,2,3,4-tetrahydropyrido[2,3-b]pyrazin-7-yl}phenyl)-(1,3-dihydroisoindol-2-yl)methanone). RXN SMILES: [Cl:1][C:2]1[CH:3]=[CH:4][C:5]([C:28]([F:31])([F:30])[F:29])=[C:6]([CH:27]=1)[CH2:7][N:8]1[CH2:13][CH2:12][NH:11][C:10]2[N:14]=[CH:15][C:16]([C:18]3[CH:26]=[CH:25][C:21]([C:22](O)=[O:23])=[CH:20][CH:19]=3)=[CH:17][C:9]1=2.[CH2:32]1[C:40]2[C:35](=[CH:36][CH:37]=[CH:38][CH:39]=2)[CH2:34][NH:33]1>>[Cl:1][C:2]1[CH:3]=[CH:4][C:5]([C:28]([F:29])([F:30])[F:31])=[C:6]([CH:27]=1)[CH2:7][N:8]1[CH2:13][CH2:12][NH:11][C:10]2[N:14]=[CH:15][C:16]([C:18]3[CH:26]=[CH:25][C:21]([C:22]([N:33]4[CH2:34][C:35]5[C:40](=[CH:39][CH:38]=[CH:37][CH:36]=5)[CH2:32]4)=[O:23])=[CH:20][CH:19]=3)=[CH:17][C:9]1=2. Reported procedure: 4-{1-[5-chloro-2-(trifluoromethyl)benzyl]-1,2,3,4-tetrahydropyrido[2,3-b]pyrazin-7-yl}benzoic acid was reacted with 1,3-dihydroisoindole as in General Procedure 10 to give the title compound. LCMS: m/z=548.94 (M+H+); retention time=0.94 minutes. Starting materials: CC(C)(C)c1ccc(N=C=O)cc1, Clc1cccnc1N1CC2CCC(C1)N2, ClCCl. Product: CC(C)(C)c1ccc(NC(=O)N2C3CCC2CN(c2ncccc2Cl)C3)cc1. Reaction SMILES: [C:16]([CH3:17])([CH3:18])([CH3:19])[c:20]1[cH:21][cH:22][c:23]([N:26]=[C:27]=[O:28])[cH:24][cH:25]1.[Cl:1][c:2]1[c:3]([N:8]2[CH2:9][CH:10]3[CH2:11][CH2:12][CH:13]([CH2:14]2)[NH:15]3)[n:4][cH:5][cH:6][cH:7]1.[Cl:29][CH2:30][Cl:31]>>[Cl:1][c:2]1[c:3]([N:8]2[CH2:9][CH:10]3[CH2:11][CH2:12][CH:13]([CH2:14]2)[N:15]3[C:27]([NH:26][c:23]2[cH:22][cH:21][c:20]([C:16]([CH3:17])([CH3:18])[CH3:19])[cH:25][cH:24]2)=[O:28])[n:4][cH:5][cH:6][cH:7]1. The reactants are C(C1=CC=CC=C1)OC1=C2C=C(NC2=CC(=C1)C)C(N)=O (4-benzyloxy-2-carbamoyl-6-methyl indole), C(CO)O.COC (ethylene glycol dimethyl ether), [H][H] (hydrogen). The reagents and catalysts are [Pd] (Pd/C). The solvent is CO (methanol). Product: OC1=C2C=C(NC2=CC(=C1)C)C(N)=O (4-hydroxy-2-carbamoyl-6-methyl indole). The yield is 93.0%. Reaction SMILES: C([O:8][C:9]1[CH:17]=[C:16]([CH3:18])[CH:15]=[C:14]2[C:10]=1[CH:11]=[C:12]([C:19](=[O:21])[NH2:20])[NH:13]2)C1C=CC=CC=1.C(O)CO.COC.[H][H]>[Pd].CO>[OH:8][C:9]1[CH:17]=[C:16]([CH3:18])[CH:15]=[C:14]2[C:10]=1[CH:11]=[C:12]([C:19](=[O:21])[NH2:20])[NH:13]2 |f:1.2|. Reported procedure: 8.5 g of the thus obtained 4-benzyloxy-2-carbamoyl-6-methyl indole are hydrogenated in a composition of 100 ml methanol and 50 ml ethylene glycol-dimethyl ether during addition of 1.0 g 10% Pd/C up to the absorption of the theoretical amount of hydrogen. The catalyst is aspirated and the filtrate is evaporated in vacuum. There is obtained 5.4 (~93% of theory) 4-hydroxy-2-carbamoyl-6-methyl indole as a light yellow syrup. The reactants are C(C)(C)(C)OC(=O)N1C(CCC1)CCN(CC)CC1=CC(=CC=C1)C1=NC(=NC=C1)Cl (2-(2-{[3-(2-Chloro-pyrimidin-4-yl)-benzyl]-ethyl-amino}-ethyl)-pyrrolidine-1-carboxylic acid tert-butyl ester), NCCC1=CC=C(C=C1)O (tyramine), 447. Product: C(C)N(CC[C@H]1NCCC1)CC=1C=C(C=CC1)C1=NC(=NC=C1)NCCC1=CC=C(C=C1)O (4-{2-[4-(3-{[Ethyl-(2(S)-pyrrolidin-2-yl-ethyl)-amino]-methyl}-phenyl)-pyrimidin-2-ylamino]-ethyl}-phenol). RXN SMILES: C(OC([N:8]1[CH2:12][CH2:11][CH2:10][CH:9]1[CH2:13][CH2:14][N:15]([CH2:18][C:19]1[CH:24]=[CH:23][CH:22]=[C:21]([C:25]2[CH:30]=[CH:29][N:28]=[C:27](Cl)[N:26]=2)[CH:20]=1)[CH2:16][CH3:17])=O)(C)(C)C.[NH2:32][CH2:33][CH2:34][C:35]1[CH:40]=[CH:39][C:38]([OH:41])=[CH:37][CH:36]=1>>[CH2:16]([N:15]([CH2:18][C:19]1[CH:20]=[C:21]([C:25]2[CH:30]=[CH:29][N:28]=[C:27]([NH:32][CH2:33][CH2:34][C:35]3[CH:40]=[CH:39][C:38]([OH:41])=[CH:37][CH:36]=3)[N:26]=2)[CH:22]=[CH:23][CH:24]=1)[CH2:14][CH2:13][C@@H:9]1[CH2:10][CH2:11][CH2:12][NH:8]1)[CH3:17]. Procedure: Intermediate 107 was coupled with tyramine following procedure F. The resulting product was deprotected following procedure G2. LC-MS showed the product had the expected M+H+ of 447. 1H NMR (Varian 300 MHz, CD3OD, shifts relative to the solvent peak at 3.3 ppm) δ 8.62 (s, 1H), 8.37 (d, 1H), 8.34 (m, 1H), 7.93 (d, 1H), 7.72 (t, 1H), 7.66 (d, 1H), 7.11 (d, 2H), 6.67 (d, 2H), 4.52 (m, 2H), 3.95 (m, 2H), 3.58 (m, 2H), 3.27 (m, 4H), 2.93 (t, 2H), 2.24 (m, 4H), 1.99 (m, 2H), 1.70 (m, 1H), 1.40 (t, 3H)...